Task: describe an organic reaction: reactants, conditions, products, and yield. Dataset: the Open Reaction Database (ORD), a public repository of structured organic reaction records Starting materials: CCN=C=NCCCN(C)C.Cl (WSC.HCl), FC=1C=C(C=CC1)N1N=C(C=C1C1=CC(=CC=C1)OC(F)(F)F)N (1-(3-fluorophenyl)-5-(3-(trifluoromethoxy)phenyl)-1H-pyrazol-3-ylamine), C[C@@H]1[C@H](CNC1=O)C(=O)O ((3R,4R)-4-methyl-5-oxopyrrolidine-3-carboxylic acid), C=1C=CC2=C(C1)N=NN2O (HOBt). Solvent: O (H2O), CN(C=O)C (N,N-dimethylformamide), O (water). Yields the product FC=1C=C(C=CC1)N1N=C(C=C1C1=CC(=CC=C1)OC(F)(F)F)NC(=O)[C@H]1CNC([C@@H]1C)=O ((3R,4R)-4-Methyl-5-oxopyrrolidine-3-carboxylic acid[1-(3-fluorophenyl)-5-(3-(trifluoromethoxy)phenyl)-1H-pyrazol-3-yl]amide). The yield is 35.4%. RXN SMILES: [F:1][C:2]1[CH:3]=[C:4]([N:8]2[C:12]([C:13]3[CH:18]=[CH:17][CH:16]=[C:15]([O:19][C:20]([F:23])([F:22])[F:21])[CH:14]=3)=[CH:11][C:10]([NH2:24])=[N:9]2)[CH:5]=[CH:6][CH:7]=1.[CH3:25][C@H:26]1[C:30](=[O:31])[NH:29][CH2:28][C@@H:27]1[C:32](O)=[O:33].C1C=CC2N(O)N=NC=2C=1.CCN=C=NCCCN(C)C.Cl>CN(C)C=O.O>[F:1][C:2]1[CH:3]=[C:4]([N:8]2[C:12]([C:13]3[CH:18]=[CH:17][CH:16]=[C:15]([O:19][C:20]([F:22])([F:23])[F:21])[CH:14]=3)=[CH:11][C:10]([NH:24][C:32]([C@@H:27]3[C@@H:26]([CH3:25])[C:30](=[O:31])[NH:29][CH2:28]3)=[O:33])=[N:9]2)[CH:5]=[CH:6][CH:7]=1 |f:3.4|. Procedure details: To a solution of 1-(3-fluorophenyl)-5-(3-(trifluoromethoxy)phenyl)-1H-pyrazol-3-ylamine (68 mg) in N,N-dimethylformamide (0.7 ml) were sequentially added (3R,4R)-4-methyl-5-oxopyrrolidine-3-carboxylic acid (38 mg) prepared in Preparation 1, HOBt.H2O (46 mg) and WSC.HCl (58 mg), and the mixture was stirred at room temperature for 2 hours. To this reaction solution were added water and a saturated aqueous solution of sodium hydrogen carbonate, and the mixture was extracted with ethyl acetate. The ... Reactants: ClC1=NC(=C2N=CN(C2=N1)C1OCCCC1)Cl (2,6-dichloro-9-(tetrahydro-2H-pyran-2-yl)-9H-purine), C(C)(=O)O[C@H]1[C@@H](O[C@@H]([C@H]1OC(C)=O)C=1N=NN(N1)CC)N1C2=NC(=NC(=C2N=C1)N[C@@H]1CC[C@H](CC1)N)Cl ((2R,3R,4R,5R)-2-{6-[(trans-4-Aminocyclohexyl)amino]-2-chloro-9H-purin-9-yl}-5-(2-ethyl-2H-tetrazol-5-yl)tetrahydrofuran-3,4-diyl diacetate), C(C)(=O)O[C@H]1[C@@H](O[C@@H]([C@H]1OC(C)=O)C=1N=NN(N1)CC)N1C2=NC(=NC(=C2N=C1)N[C@@H]1CC[C@H](CC1)N)Cl ((2R,3R,4R,5R)-2-{6-[(trans-4-Aminocyclohexyl)amino]-2-chloro-9H-purin-9-yl}-5-(2-ethyl-2H-tetrazol-5-yl)tetrahydrofuran-3,4-diyl diacetate), C(C)(C)N(C(C)C)CC (N,N-diisopropylethylamine). The solvent is C(C)(C)O (isopropanol). Yields the product C(C)(=O)O[C@H]1[C@@H](O[C@@H]([C@H]1OC(C)=O)C=1N=NN(N1)CC)N1C2=NC(=NC(=C2N=C1)N[C@@H]1CC[C@H](CC1)NC1=C2N=CN(C2=NC(=N1)Cl)C1OCCCC1)Cl ((2R,3R,4R,5R)-2-[2-Chloro-6-[(trans-4-{[2-chloro-9-(tetrahydro-2H-pyran-2-yl)-9H-purin-6-yl]amino}cyclohexyl)amino]-9H-purin-9-yl}-5-(2-ethyl-2H-tetrazol-5-yl)tetrahydrofuran-3,4-diyl diacetate). The yield is 91.8%. Reaction SMILES: [C:1]([O:4][C@@H:5]1[C@H:9]([O:10][C:11](=[O:13])[CH3:12])[C@@H:8]([C:14]2[N:15]=[N:16][N:17]([CH2:19][CH3:20])[N:18]=2)[O:7][C@H:6]1[N:21]1[CH:29]=[N:28][C:27]2[C:22]1=[N:23][C:24]([Cl:38])=[N:25][C:26]=2[NH:30][C@H:31]1[CH2:36][CH2:35][C@H:34]([NH2:37])[CH2:33][CH2:32]1)(=[O:3])[CH3:2].C(N(CC)C(C)C)(C)C.[Cl:48][C:49]1[N:57]=[C:56]2[C:52]([N:53]=[CH:54][N:55]2[CH:58]2[CH2:63][CH2:62][CH2:61][CH2:60][O:59]2)=[C:51](Cl)[N:50]=1>C(O)(C)C>[C:1]([O:4][C@@H:5]1[C@H:9]([O:10][C:11](=[O:13])[CH3:12])[C@@H:8]([C:14]2[N:15]=[N:16][N:17]([CH2:19][CH3:20])[N:18]=2)[O:7][C@H:6]1[N:21]1[CH:29]=[N:28][C:27]2[C:22]1=[N:23][C:24]([Cl:38])=[N:25][C:26]=2[NH:30][C@H:31]1[CH2:32][CH2:33][C@H:34]([NH:37][C:51]2[N:50]=[C:49]([Cl:48])[N:57]=[C:56]3[C:52]=2[N:53]=[CH:54][N:55]3[CH:58]2[CH2:63][CH2:62][CH2:61][CH2:60][O:59]2)[CH2:35][CH2:36]1)(=[O:3])[CH3:2]. Reported procedure: (2R,3R,4R,5R)-2-{6-[(trans-4-Aminocyclohexyl)amino]-2-chloro-9H-purin-9-yl}-5-(2-ethyl-2H-tetrazol-5-yl)tetrahydrofuran-3,4-diyl diacetate (Intermediate 4) (7.9 g) was dissolved in isopropanol (200 ml) and stirred at room temperature under nitrogen. N,N-diisopropylethylamine (10 ml) was added followed by 2,6-dichloro-9-(tetrahydro-2H-pyran-2-yl)-9H-purine (3.92 g). The mixture was stirred at 60° C. under nitrogen for 18 h. The reaction mixture was allowed to cool to room temperature and evaporat... The reactants are 50.9, FC1=CC=C(C=C1)C(O)(C=1CCN(CC1)CC1=CC=CC=C1)C1=CC=C(C=C1)F (α,α-bis(4-fluorophenyl)-1,2,3,6-tetrahydro-1-(phenylmethyl)-4-pyridinemethanol), Cl (hydrochloric acid), O1CCCC1 (tetrahydrofuran). Reaction conditions: temperature 10 celsius, time 7 hour. Yields the product 32.6, Cl.FC1=CC=C(C=C1)C(=C1C(CN(CC1)CC1=CC=CC=C1)O)C1=CC=C(C=C1)F (4-[bis(4-fluorophenyl)methylene]-1-(phenylmethyl)-3-piperidinol hydrochloride). The yield is 58.7%. Reaction SMILES: [F:1][C:2]1[CH:7]=[CH:6][C:5]([C:8]([C:23]2[CH:28]=[CH:27][C:26]([F:29])=[CH:25][CH:24]=2)([C:10]2[CH2:11][CH2:12][N:13]([CH2:16][C:17]3[CH:22]=[CH:21][CH:20]=[CH:19][CH:18]=3)[CH2:14][CH:15]=2)O)=[CH:4][CH:3]=1.[ClH:30].[O:31]1CCCC1>>[ClH:30].[F:1][C:2]1[CH:7]=[CH:6][C:5]([C:8]([C:23]2[CH:28]=[CH:27][C:26]([F:29])=[CH:25][CH:24]=2)=[C:10]2[CH2:11][CH2:12][N:13]([CH2:16][C:17]3[CH:22]=[CH:21][CH:20]=[CH:19][CH:18]=3)[CH2:14][CH:15]2[OH:31])=[CH:4][CH:3]=1 |f:3.4|. Procedure: To a stirred solution of 50.9 parts of α,α-bis(4-fluorophenyl)-1,2,3,6-tetrahydro-1-(phenylmethyl)-4-pyridinemethanol in 270 parts of tetrahydrofuran were added 750 parts of a hydrochloric acid solution 1N. The whole was stirred first for 7 hours at reflux temperature and then for 8 hours at room temperature. The precipitated product was filtered off and set aside. The filtrate was evaporated till all traces of tetrahydrofuran were removed. After cooling, the solid precipitated product was filte... Reactants: CCCCCCC(C)(C)c1cc(-c2cccc(C=CC(=O)OC)c2)ccc1OC, CO, [Na+], [OH-]. Yields the product CCCCCCC(C)(C)c1cc(-c2cccc(C=CC(=O)O)c2)ccc1OC. RXN SMILES: [CH3:1][C:2]([CH2:3][CH2:4][CH2:5][CH2:6][CH2:7][CH3:8])([CH3:9])[c:10]1[cH:11][c:12](-[c:18]2[cH:19][c:20]([CH:21]=[CH:22][C:23](=[O:24])[O:25][CH3:26])[cH:27][cH:28][cH:29]2)[cH:13][cH:14][c:15]1[O:16][CH3:17].[CH3:32][OH:33].[Na+:31].[OH-:30]>>[CH3:1][C:2]([CH2:3][CH2:4][CH2:5][CH2:6][CH2:7][CH3:8])([CH3:9])[c:10]1[cH:11][c:12](-[c:18]2[cH:19][c:20]([CH:21]=[CH:22][C:23](=[O:24])[OH:25])[cH:27][cH:28][cH:29]2)[cH:13][cH:14][c:15]1[O:16][CH3:17].